From a dataset of the Open Reaction Database (ORD), a public repository of structured organic reaction records. describe an organic reaction: reactants, conditions, products, and yield The solvent is CCOC(=O)C (EtOAc), CO (MeOH), CCOC(=O)C (EtOAc), CO (MeOH). As a reaction SMILES: [CH3:1][C:2]1[C:10]2[N:9]=[C:8]([C:11]3[C:12]([CH3:28])=[N:13][C:14]([NH:17][CH2:18][CH2:19][CH2:20][CH:21]4[CH2:26][CH2:25][N:24]([CH3:27])[CH2:23][CH2:22]4)=[N:15][CH:16]=3)[NH:7][C:6]=2[CH:5]=[C:4]([CH3:29])[CH:3]=1.O.O.O.O.[OH:34][CH:35](C(O)C(O)=O)C(O)=O.CC1C2N=C(C3C(C)=NC(NCCCC4CCN(C)CC4)=NC=3)NC=2C=C(C)C=1.[C:73]([OH:80])(=[O:79])/[CH:74]=[CH:75]/[C:76]([OH:78])=[O:77]>CCOC(C)=O.CO>[CH3:35][O-:34].[C:73]([O-:80])(=[O:79])/[CH:74]=[CH:75]/[C:76]([O-:78])=[O:77].[CH3:1][C:2]1[C:10]2[N:9]=[C:8]([C:11]3[C:12]([CH3:28])=[N:13][C:14]([NH:17][CH2:18][CH2:19][CH2:20][CH:21]4[CH2:22][CH2:23][N:24]([CH3:27])[CH2:25][CH2:26]4)=[N:15][CH:16]=3)[NH:7][C:6]=2[CH:5]=[C:4]([CH3:29])[CH:3]=1 |f:1.2.3.4.5.6,10.11.12|. Reactants: CC1=CC(=CC=2NC(=NC21)C=2C(=NC(=NC2)NCCCC2CCN(CC2)C)C)C (5-(4,6-dimethyl-1H-benzimidazol-2-yl)-4-methyl-N-[3-(1-methyl-4-piperidinyl)propyl]-2-pyrimidinamine), O.O.O.O.OC(C(=O)O)C(C(=O)O)O.CC1=CC(=CC=2NC(=NC21)C=2C(=NC(=NC2)NCCCC2CCN(CC2)C)C)C (5-(4,6-dimethyl-1H-benzimidazol-2-yl)-4-methyl-N-[3-(1-methyl-4-piperidinyl)-propyl]-2-pyrimidinamine 2,3-dihydroxybutanedioate tetrahydrate), C(\C=C\C(=O)O)(=O)O (fumaric acid). Product: C[O-].C(\C=C\C(=O)[O-])(=O)[O-].CC1=CC(=CC=2NC(=NC21)C=2C(=NC(=NC2)NCCCC2CCN(CC2)C)C)C (5-(4,6-dimethyl-1H-benzimidazol-2-yl)-4-methyl-N-[3-(1-methyl-4-piperidinyl)-propyl]-2-pyrimidinamine fumarate methanolate). Procedure: To a 500 mL Erlenmeyer flask which contained 10.012 g (0.0255 mol) of 5-(4,6-dimethyl-1H-benzimidazol-2-yl)-4-methyl-N-[3-(1-methyl-4-piperidinyl)propyl]-2-pyrimidinamine), compound 2, was added 6.2155 g of fumaric acid (2.1 equivalents) and a stir bar. To that solid mixture, about 300 mL of 1:1 (weight ratio) hot MeOH:EtOAc were added while heating and stirring. The term “hot solvent” is used here so that such solvent is warm based on such solvent boiling point. In some embodiments, hot MeOH:Et... Starting materials: CN(S(=O)(=O)N1C=NC=C1CNC1=C(C(=C(C=C1)F)C1OCCO1)F)C (5-[(3-[1,3]dioxolan-2-yl-2,4-difluoro-phenylamino)-methyl]-imidazole-1-sulfonic acid dimethylamide), solution, Cl (hydrogen chloride), O1CCOCC1 (dioxane). Run in O1CCCC1 (tetrahydrofuran). Run at time 24 hour. The product is O1C(OCC1)C=1C(=C(C=CC1F)N(CC=1NC=NC1)CC)F ((3-[1,3]Dioxolan-2-yl-2,4-difluoro-phenyl)-ethyl-(3H-imidazol-4-ylmethyl)-amine). The yield is 57.3%. Reaction SMILES: CN(C)S([N:6]1[C:10]([CH2:11][NH:12][C:13]2[CH:18]=[CH:17][C:16]([F:19])=[C:15]([CH:20]3[O:24][CH2:23][CH2:22][O:21]3)[C:14]=2[F:25])=[CH:9][N:8]=[CH:7]1)(=O)=O.Cl.O1CCO[CH2:30][CH2:29]1>O1CCCC1>[O:24]1[CH2:23][CH2:22][O:21][CH:20]1[C:15]1[C:14]([F:25])=[C:13]([N:12]([CH2:29][CH3:30])[CH2:11][C:10]2[NH:6][CH:7]=[N:8][CH:9]=2)[CH:18]=[CH:17][C:16]=1[F:19]. Procedure details: To a stirred solution of 5-[(3-[1,3]dioxolan-2-yl-2,4-difluoro-phenylamino)-methyl]-imidazole-1-sulfonic acid dimethylamide (0.53 g, 1.27 mmol) in tetrahydrofuran (10 ml) was added a 4 N solution of hydrogen chloride in dioxane (3.87 ml, 15.5 mmol) and the mixture was stirred at room temperature for 24 h. The mixture was then concentrated in vacuo and the residue taken up in dichloromethane/methanol (95:5) and washed with 1 N aq. sodium hydroxide solution. The layers were separated and the aqueo... Reactants: BrC1=CC=C(C=C1)C1=C(C(=NO1)C)C(O)C=1OC(=NN1)CC1=CC(=CC=C1)C(F)(F)F ([5-(4-bromo-phenyl)-3-methyl-isoxazol-4-yl]-[5-(3-trifluoromethyl-benzyl)-[1,3,4]oxadiazol-2-yl]-methanol), C(C)OC(=O)C1(CC1)C1=CC=C(C=C1)B1OC(C(O1)(C)C)(C)C (1-[4-(4,4,5,5-tetramethyl-[1,3,2]dioxaborolan-2-yl)-phenyl]-cyclopropanecarboxylic acid ethyl ester). Product: C(C)OC(=O)C1(CC1)C1=CC=C(C=C1)C1=CC=C(C=C1)C1=C(C(=NO1)C)C(C=1OC(=NN1)CC1=CC(=CC=C1)C(F)(F)F)O (1-[4′-(4-{Hydroxy-[5-(3-trifluoromethyl-benzyl)[1,3,4]oxadiazol-2-yl]-methyl}-3-methyl-isoxazol-5-yl)-biphenyl-4-yl]-cyclopropanecarboxylic acid ethyl ester). RXN SMILES: Br[C:2]1[CH:7]=[CH:6][C:5]([C:8]2[O:12][N:11]=[C:10]([CH3:13])[C:9]=2[CH:14]([C:16]2[O:17][C:18]([CH2:21][C:22]3[CH:27]=[CH:26][CH:25]=[C:24]([C:28]([F:31])([F:30])[F:29])[CH:23]=3)=[N:19][N:20]=2)[OH:15])=[CH:4][CH:3]=1.[CH2:32]([O:34][C:35]([C:37]1([C:40]2[CH:45]=[CH:44][C:43](B3OC(C)(C)C(C)(C)O3)=[CH:42][CH:41]=2)[CH2:39][CH2:38]1)=[O:36])[CH3:33]>>[CH2:32]([O:34][C:35]([C:37]1([C:40]2[CH:45]=[CH:44][C:43]([C:2]3[CH:7]=[CH:6][C:5]([C:8]4[O:12][N:11]=[C:10]([CH3:13])[C:9]=4[CH:14]([OH:15])[C:16]4[O:17][C:18]([CH2:21][C:22]5[CH:27]=[CH:26][CH:25]=[C:24]([C:28]([F:29])([F:30])[F:31])[CH:23]=5)=[N:19][N:20]=4)=[CH:4][CH:3]=3)=[CH:42][CH:41]=2)[CH2:38][CH2:39]1)=[O:36])[CH3:33]. Procedure details: Prepared according to the procedure described in Example 1, Step 10, using [5-(4-bromo-phenyl)-3-methyl-isoxazol-4-yl]-[5-(3-trifluoromethyl-benzyl)-[1,3,4]oxadiazol-2-yl]-methanol and 1-[4-(4,4,5,5-tetramethyl-[1,3,2]dioxaborolan-2-yl)-phenyl]-cyclopropanecarboxylic acid ethyl ester. The reactants are ClCCCl, CCN(C(C)C)C(C)C, O=C(COc1ccc(Cl)cc1Cl)Nc1cccc(C(=O)O)c1, NCc1ccccc1, CN(C)C=O, On1nnc2ccccc21. Product: O=C(COc1ccc(Cl)cc1Cl)Nc1cccc(C(=O)NCc2ccccc2)c1. RXN SMILES: [CH2:31]([Cl:32])[CH2:33][Cl:34].[CH:45]([N:46]([CH2:47][CH3:48])[CH:49]([CH3:50])[CH3:51])([CH3:52])[CH3:53].[Cl:1][c:2]1[c:3]([O:4][CH2:5][C:6](=[O:7])[NH:8][c:9]2[cH:10][c:11]([C:12](=[O:13])[OH:14])[cH:15][cH:16][cH:17]2)[cH:18][cH:19][c:20]([Cl:22])[cH:21]1.[NH2:23][CH2:24][c:25]1[cH:26][cH:27][cH:28][cH:29][cH:30]1.[O:54]=[CH:55][N:56]([CH3:57])[CH3:58].[OH:35][n:36]1[c:37]2[c:38]([cH:39][cH:40][cH:41][cH:42]2)[n:43][n:44]1>>[Cl:1][c:2]1[c:3]([O:4][CH2:5][C:6](=[O:7])[NH:8][c:9]2[cH:10][c:11]([C:12](=[O:14])[NH:23][CH2:24][c:25]3[cH:26][cH:27][cH:28][cH:29][cH:30]3)[cH:15][cH:16][cH:17]2)[cH:18][cH:19][c:20]([Cl:22])[cH:21]1. Reactants: COc1ccc(CCCBr)cc1, CC(C)=O, CCOc1ccc(NC(=O)NCCCCN(C)CCNC(=O)c2nc(Cl)c(N)nc2N)cc1Cl, O=C(O)C(F)(F)F, [Na+], [Na+], O=C([O-])[O-]. The product is [Br-], CCOc1ccc(NC(=O)NCCCC[N+](C)(CCCc2ccc(OC)cc2)CCNC(=O)c2nc(Cl)c(N)nc2N)cc1Cl. Reaction SMILES: [Br:42][CH2:43][CH2:44][CH2:45][c:46]1[cH:47][cH:48][c:49]([O:52][CH3:53])[cH:50][cH:51]1.[CH3:60][C:61](=[O:62])[CH3:63].[Cl:8][c:9]1[cH:10][c:11]([NH:18][C:19]([NH:20][CH2:21][CH2:22][CH2:23][CH2:24][N:25]([CH2:26][CH2:27][NH:28][C:29](=[O:30])[c:31]2[n:32][c:33]([Cl:39])[c:34]([NH2:38])[n:35][c:36]2[NH2:37])[CH3:40])=[O:41])[cH:12][cH:13][c:14]1[O:15][CH2:16][CH3:17].[F:1][C:2]([F:3])([F:4])[C:5]([OH:6])=[O:7].[Na+:54].[Na+:55].[O-:56][C:57](=[O:58])[O-:59]>>[Br-:42].[Cl:8][c:9]1[cH:10][c:11]([NH:18][C:19]([NH:20][CH2:21][CH2:22][CH2:23][CH2:24][N+:25]([CH2:26][CH2:27][NH:28][C:29](=[O:30])[c:31]2[n:32][c:33]([Cl:39])[c:34]([NH2:38])[n:35][c:36]2[NH2:37])([CH3:40])[CH2:43][CH2:44][CH2:45][c:46]2[cH:47][cH:48][c:49]([O:52][CH3:53])[cH:50][cH:51]2)=[O:41])[cH:12][cH:13][c:14]1[O:15][CH2:16][CH3:17].